Dataset: the Open Reaction Database (ORD), a public repository of structured organic reaction records. Task: describe an organic reaction: reactants, conditions, products, and yield The reactants are C(C)(C)(C)OC(=O)N1CC(CC1)NC(=O)C=1SC=CC1NC1=C2C(=NC=C1)NC=C2 (3-{[3-(1H-Pyrrolo[2,3-b]pyridin-4-ylamino)-thiophene-2-carbonyl]-amino}-pyrrolidine-1-carboxylic acid tert-butyl ester), C(=O)(OC(C)(C)C)N1CC(CCC1)N (1-BOC-3-aminopiperidine). The product is C(C)(C)(C)OC(=O)N1CC(CCC1)NC(=O)C=1SC=CC1NC1=C2C(=NC=C1)NC=C2 (3-{[3-(1H-Pyrrolo[2,3-b]pyridin-4-ylamino)-thiophene-2-carbonyl]-amino}-piperidine-1-carboxylic acid tert-butyl ester). RXN SMILES: [C:1]([O:5][C:6]([N:8]1[CH2:12][CH2:11][CH:10]([NH:13][C:14]([C:16]2[S:17][CH:18]=[CH:19][C:20]=2[NH:21][C:22]2[CH:27]=[CH:26][N:25]=[C:24]3[NH:28][CH:29]=[CH:30][C:23]=23)=[O:15])[CH2:9]1)=[O:7])([CH3:4])([CH3:3])[CH3:2].[C:31](N1CCCC(N)C1)(OC(C)(C)C)=O>>[C:1]([O:5][C:6]([N:8]1[CH2:12][CH2:11][CH2:31][CH:10]([NH:13][C:14]([C:16]2[S:17][CH:18]=[CH:19][C:20]=2[NH:21][C:22]2[CH:27]=[CH:26][N:25]=[C:24]3[NH:28][CH:29]=[CH:30][C:23]=23)=[O:15])[CH2:9]1)=[O:7])([CH3:2])([CH3:4])[CH3:3]. Procedure details: This compound was prepared in an analogous manner as 3-{[3-(1H-Pyrrolo[2,3-b]pyridin-4-ylamino)-thiophene-2-carbonyl]-amino}-pyrrolidine-1-carboxylic acid tert-butyl ester using 1-BOC-3-aminopiperidine instead of 1-BOC-3-aminopyrrolidine. LCMS (ESI) 442 (M+H) 1H NMR (400 MHz, DMSO-d6) δ ppm 11.52 (1H, br. s.) 10.27 (1H, br. s.) 8.02 (1H, d, J=5.47 Hz) 7.87 (1H, d, J=8.20 Hz) 7.80 (1H, d, J=5.37 Hz) 7.47 (1H, d, J=5.47 Hz) 7.31 (1H, dd, J=3.32, 2.54 Hz) 6.80 (1H, d, J=5.47 Hz) 6.44 (1H, dd, J=3.4... Reactants: Cc1ccc(-c2ccc3c(c2)C=CCCO3)cc1, CN(C)C=O, O, O=S(=O)(Cl)Cl. Product: Cc1ccc(-c2ccc3c(c2)C=C(S(=O)(=O)Cl)CCO3)cc1. Reaction SMILES: [CH3:11][c:12]1[cH:13][cH:14][c:15](-[c:18]2[cH:19][cH:20][c:21]3[c:22]([cH:28]2)[CH:23]=[CH:24][CH2:25][CH2:26][O:27]3)[cH:16][cH:17]1.[CH3:1][N:2]([CH3:3])[CH:4]=[O:5].[OH2:29].[S:6](=[O:7])(=[O:8])([Cl:9])[Cl:10]>>[S:6](=[O:7])(=[O:8])([Cl:10])[C:24]1=[CH:23][c:22]2[c:21]([cH:20][cH:19][c:18](-[c:15]3[cH:14][cH:13][c:12]([CH3:11])[cH:17][cH:16]3)[cH:28]2)[O:27][CH2:26][CH2:25]1. Reactants: C(=O)(OC(C)(C)C)N1C(CCCC1)C=CCCCCC (N-Boc-2-(1-heptenyl)piperdine). The reagents and catalysts are [Pd] (Pd/C). Solvent: C(C)O (ethanol). Product: C(=O)(OC(C)(C)C)N1C(CCCC1)CCCCCCC (N-Boc-2-HeptylPiperidine). Reaction SMILES: [C:1]([N:8]1[CH2:13][CH2:12][CH2:11][CH2:10][CH:9]1[CH:14]=[CH:15][CH2:16][CH2:17][CH2:18][CH2:19][CH3:20])([O:3][C:4]([CH3:7])([CH3:6])[CH3:5])=[O:2]>C(O)C.[Pd]>[C:1]([N:8]1[CH2:13][CH2:12][CH2:11][CH2:10][CH:9]1[CH2:14][CH2:15][CH2:16][CH2:17][CH2:18][CH2:19][CH3:20])([O:3][C:4]([CH3:7])([CH3:6])[CH3:5])=[O:2]. Reported procedure: A solution of N-Boc-2-(1-heptenyl)piperdine (3.92, 13.93 mmol) in 7 mL of ethanol was shaken under 58 psi of H2 pressure over 0.78 g Pd/C catalyst overnight, and then the mixture was filtered through Celite and concentrated to give 3.94 g (quantitative) of the product. No further purification was necessary. 1H NMR (250 MHz) δ4.20-4.15 (br s, 1 H), 3.99-3.85 (br d, 1 H), 2.79-2.70 (dt, 1 H), 1.59-1.25 (m, 21 H), 0.89-0.85 (t, 3 H); 13C NMR (62.7 MHz) 155.1 (s), 78.8 (s), 50.3 (s), 38.6 (s), 31.8 ... Reactants: solution, C(CCC)[Li] (n-butyllithium), B(OC)(OC)OC (trimethyl borate), BrC1=CC=CC2=C1N1C3=C2C=CC=C3C(C=3C=CC=CC13)(C1=CC=CC=C1)C1=CC=CC=C1 (bromo-8,8-diphenyl-8H-indolo[3,2,1-de]acridine). The solvent is C1CCCCC1 (cyclohexane), C1CCOC1 (THF). The product is C1(=CC=CC=C1)C1(C=2C=CC=CC2N2C3=C(C=C(C=C13)B(O)O)C=1C=CC=CC12)C1=CC=CC=C1 (8,8-Diphenyl-8H-indolo[3,2,1-de]acridine-6-boronic acid). Reaction SMILES: Br[C:2]1[C:7]2[N:8]3[C:21]4[CH:20]=[CH:19][CH:18]=[CH:17][C:16]=4[C:15]([C:28]4[CH:33]=[CH:32][CH:31]=[CH:30][CH:29]=4)([C:22]4[CH:27]=[CH:26][CH:25]=[CH:24][CH:23]=4)[C:14]4[C:9]3=[C:10]([CH:11]=[CH:12][CH:13]=4)[C:6]=2[CH:5]=[CH:4][CH:3]=1.C([Li])CCC.[B:39]([O:44]C)(OC)[O:40]C>C1COCC1.C1CCCCC1>[C:28]1([C:15]2([C:22]3[CH:27]=[CH:26][CH:25]=[CH:24][CH:23]=3)[C:14]3[C:9]4=[C:10]([C:6]5[CH:5]=[CH:4][CH:3]=[CH:2][C:7]=5[N:8]4[C:21]4[CH:20]=[CH:19][CH:18]=[CH:17][C:16]2=4)[CH:11]=[C:12]([B:39]([OH:44])[OH:40])[CH:13]=3)[CH:29]=[CH:30][CH:31]=[CH:32][CH:33]=1. Procedure details: 125.9 g (259 mmol) of bromo-8,8-diphenyl-8H-indolo[3,2,1-de]acridine are dissolved in 1500 ml of dry THF, 135 ml (337 mmol) of a 2.5 M solution of n-butyllithium in cyclohexane are added dropwise at −70° C., after 1 h 37 ml of trimethyl borate (336 mmol) are added dropwise, the mixture is warmed to room temperature over the course of 1 h, the solvent is removed, and the residue, which is uniform according to 1H-NMR, is employed in the subsequent reaction without further purification.